describe an organic reaction: reactants, conditions, products, and yield From a dataset of the Open Reaction Database (ORD), a public repository of structured organic reaction records. Reported procedure: Prepared from the product of Example 114A (44.4 mg, 0.080 mmol) according to Method J: 1H NMR (300 MHz, methanol-D4) δ ppm 1.93-1.97 (m, 2H), 2.21 (br s, 1H), 2.36-2.41 (m, 2H), 2.57 (br s, 2H), 3.58 (br s, 2H), 3.66-3.75 (m, 4H), 5.45 (t, J=3.2 Hz, 1H), 7.12 (d, J=9.1 Hz, 1H), 8.13 (dd, J=8.6, 2.5 Hz, 1H), 8.25 (s, 2H), 8.47 (d, J=1.7 Hz, 1H). MS (DCI/NH3) m/z=297 (M+H)+. Anal. Calcd. for C17H20N4O.2 HCl.1.15H2O: C, 52.11; H, 6.30; N, 14.30. Found: C, 52.14; H, 6.33; N, 14.24. RXN SMILES: C([N:20]1[CH:24]=[C:23]([C:25]2[CH:26]=[CH:27][C:28]([O:31][C@@H:32]3[CH:39]4[CH2:40][N:35]5[CH2:36][CH:37]([CH2:41][CH:33]3[CH2:34]5)[CH2:38]4)=[N:29][CH:30]=2)[CH:22]=[N:21]1)(C1C=CC=CC=1)(C1C=CC=CC=1)C1C=CC=CC=1.N.[ClH:43]>>[ClH:43].[NH:21]1[CH:22]=[C:23]([C:25]2[CH:26]=[CH:27][C:28]([O:31][C@@H:32]3[CH:39]4[CH2:40][N:35]5[CH2:36][CH:37]([CH2:41][CH:33]3[CH2:34]5)[CH2:38]4)=[N:29][CH:30]=2)[CH:24]=[N:20]1 |f:3.4|. Starting materials: C(C1=CC=CC=C1)(C1=CC=CC=C1)(C1=CC=CC=C1)N1N=CC(=C1)C=1C=CC(=NC1)O[C@H]1C2CN3CC(CC1C3)C2 ((4s)-4-{[5-(1-Trityl-1H-pyrazol-4-yl)pyridin-2-yl]oxy}-1-azatricyclo[3.3.1.13,7]decane), N (NH3), Cl (HCl). Product: Cl.N1N=CC(=C1)C=1C=CC(=NC1)O[C@H]1C2CN3CC(CC1C3)C2 ((4s)-4-{[5-(1H-Pyrazol-4-yl)pyridin-2-yl]oxy}-1-azatricyclo[3.3.1.13,7]decane hydrochloride). The reactants are ClCCl, N#CC1NC(=O)C1N, O, Cc1ccc(S(=O)(=O)[O-])cc1, O=C(Cl)Cc1ccccc1, c1ccncc1. Product: N#CC1NC(=O)C1NC(=O)Cc1ccccc1. As a reaction SMILES: [CH2:36]([Cl:37])[Cl:38].[NH2:12][CH:13]1[C:14](=[O:19])[NH:15][CH:16]1[C:17]#[N:18].[OH2:39].[c:1]1([CH3:2])[cH:3][cH:4][c:5]([S:6]([O-:7])(=[O:8])=[O:9])[cH:10][cH:11]1.[c:26]1([CH2:32][C:33](=[O:34])[Cl:35])[cH:27][cH:28][cH:29][cH:30][cH:31]1.[cH:20]1[cH:21][cH:22][n:23][cH:24][cH:25]1>>[NH:12]([CH:13]1[C:14](=[O:19])[NH:15][CH:16]1[C:17]#[N:18])[C:33]([CH2:32][c:26]1[cH:27][cH:28][cH:29][cH:30][cH:31]1)=[O:34]. Reactants: BrC1=C(C(=O)N(C)OC)C=C(C=C1)F (2-bromo-5-fluoro-N-methoxy-N-methylbenzamide), C1CCOC1 (THF). Run in C(C)OCC (diethyl ether). Conditions: time 15 hour. Yields the product BrC1=C(C=C(C=C1)F)C(C)=O (1-(2-bromo-5-fluorophenyl)ethanone). Isolated yield 81.0%. RXN SMILES: [Br:1][C:2]1[CH:13]=[CH:12][C:11]([F:14])=[CH:10][C:3]=1[C:4](N(OC)C)=[O:5].[CH2:15]1COCC1>C(OCC)C>[Br:1][C:2]1[CH:13]=[CH:12][C:11]([F:14])=[CH:10][C:3]=1[C:4](=[O:5])[CH3:15]. Procedure details: To a solution of 2-bromo-5-fluoro-N-methoxy-N-methylbenzamide (1.54 g, 5.88 mmol) in THF (60 mL) at 0° C. was added McMgI (3.0 M in diethyl ether, 1.998 mL, 5.99 mmol) dropwise over 5 min, the reaction immediately turned bright yellow after a few drops and then after continued addition the reaction lost the yellow color and a significant amount of white precipitate crashed out. After 15 min the reaction was warmed to room temperature and stirred for 15 h after which an additional 3×0.5 equiv. Mc... The reactants are 1-amino, C1(=CC=CC=C1)NC1=C(C=CC=2C(C3=CC(=CC=C3C(C12)=O)S(=O)(=O)O)=O)S(=O)(=O)O (phenylamino-anthraquinone-2,6-disulphonic acid), NC1=C(C=C(C=2C(C3=CC(=CC=C3C(C12)=O)S(=O)(=O)O)=O)Br)S(=O)(=O)O (1-amino-4-bromoanthraquinone-2,6-disulphonic acid), 3,3'-diamino-5,6-dimethyldibenzene disulphimide, ClC1=C(C(=NC(=N1)Cl)Cl)Cl (tetrachloropyrimidine), C([O-])([O-])=O.[Na+].[Na+] (sodium carbonate). Run in O (water). The product is C1=CC=CC=2C(C3=CC=CC=C3C(C12)=O)=O (anthraquinone). As a reaction SMILES: C1(N[C:8]2[C:21]3[C:20](=[O:22])[C:19]4[C:14](=[CH:15][C:16](S(O)(=O)=O)=[CH:17][CH:18]=4)[C:13](=[O:27])[C:12]=3[CH:11]=[CH:10][C:9]=2S(O)(=O)=O)C=CC=CC=1.NC1C2C(=O)C3C(=CC(S(O)(=O)=O)=CC=3)C(=O)C=2C(Br)=CC=1S(O)(=O)=O.ClC1N=C(Cl)N=C(Cl)C=1Cl.C(=O)([O-])[O-].[Na+].[Na+]>O>[CH:15]1[C:14]2[C:13](=[O:27])[C:12]3[C:21](=[CH:8][CH:9]=[CH:10][CH:11]=3)[C:20](=[O:22])[C:19]=2[CH:18]=[CH:17][CH:16]=1 |f:3.4.5|. Procedure: 73.6 g of 1-amino-4-[3',4' -dimethyl-5'-(3"-aminophenyl-1")-disulphimido]-phenylamino-anthraquinone-2,6-disulphonic acid (produced from 1-amino-4-bromoanthraquinone-2,6-disulphonic acid and 3,3'-diamino-5,6-dimethyldibenzene-disulphimide analogously to the data in Example 1) are dissolved in 1300 ml of water and to the solution are added 22.9 g of tetrachloropyrimidine at 80°-85°. The reaction mixture is stirred at 80°-85° the reaction is completed. The pH-value is maintained at 6-7 by the addit... The reactants are CNOC, CCOC(C)=O, ClCCl, O=C(Cl)C(=O)Cl, Cl, CN(C)C=O, O=C(O)c1ccc[nH]1. Product: CON(C)C(=O)c1ccc[nH]1. RXN SMILES: [CH3:21][O:22][NH:23][CH3:24].[CH3:28][CH2:29][O:30][C:31](=[O:32])[CH3:33].[Cl:25][CH2:26][Cl:27].[Cl:9][C:10]([C:11]([Cl:12])=[O:13])=[O:14].[ClH:20].[O:15]=[CH:16][N:17]([CH3:18])[CH3:19].[OH:1][C:2](=[O:3])[c:4]1[cH:5][cH:6][cH:7][nH:8]1>>[O:1]=[C:2]([c:4]1[cH:5][cH:6][cH:7][nH:8]1)[N:23]([O:22][CH3:21])[CH3:24].